From a dataset of the Open Reaction Database (ORD), a public repository of structured organic reaction records. describe an organic reaction: reactants, conditions, products, and yield Reactants: N(=[N+]=[N-])[C@@H]([C@H](C)NC(=O)OC(C)(C)C)CCCCCCCCCCCCCCC ((2S,3R)-3-Azido-2-(N-tert-butoxycarbonylamino)-octadecane). Reagents/catalysts: [Pd] (Pd—C). Run in CO (MeOH). Run at time 8 hour. Yields the product N[C@@H]([C@H](C)NC(=O)OC(C)(C)C)CCCCCCCCCCCCCCC ((2S,3R)-3-Amino-2-(N-tert-butoxycarbonylamino)-octadecane). The yield is 95.3%. As a reaction SMILES: [N:1]([C@H:4]([CH2:15][CH2:16][CH2:17][CH2:18][CH2:19][CH2:20][CH2:21][CH2:22][CH2:23][CH2:24][CH2:25][CH2:26][CH2:27][CH2:28][CH3:29])[C@@H:5]([NH:7][C:8]([O:10][C:11]([CH3:14])([CH3:13])[CH3:12])=[O:9])[CH3:6])=[N+]=[N-]>CO.[Pd]>[NH2:1][C@H:4]([CH2:15][CH2:16][CH2:17][CH2:18][CH2:19][CH2:20][CH2:21][CH2:22][CH2:23][CH2:24][CH2:25][CH2:26][CH2:27][CH2:28][CH3:29])[C@@H:5]([NH:7][C:8]([O:10][C:11]([CH3:12])([CH3:13])[CH3:14])=[O:9])[CH3:6]. Procedure: To a solution of azide 95 (25 mg, 0.06 mmol) in MeOH (1.5 mL) at room temperature, Pd—C (10% wt, 16 mg, 0.015 mmol) was added. The mixture was purged with a stream of dry Ar, and then H2. The reaction was stirred overnight under a H2 atmosphere (1 atm). The catalyst was filtered off through a 0.45 μm teflon filter in polypropylene housing, washing the filter with MeOH (15 mL) and the solvent was evaporated in vacuo to obtain amine 96 as a white solid (22 mg, 94% yield). Reactants: O=C([O-])O, C=CCOC(=O)Cl, NC1(C(=O)O)CCC2C(C(=O)O)C21, [Na+], C1COCCO1, O. Yields the product C=CCOC(=O)NC1(C(=O)O)CCC2C(C(=O)O)C21. Reaction SMILES: [C:27](=[O:28])([OH:29])[O-:30].[Cl:20][C:21](=[O:22])[O:23][CH2:24][CH:25]=[CH2:26].[NH2:1][C:2]1([C:11](=[O:12])[OH:13])[CH:3]2[CH:4]([C:8](=[O:9])[OH:10])[CH:5]2[CH2:6][CH2:7]1.[Na+:31].[O:14]1[CH2:15][CH2:16][O:17][CH2:18][CH2:19]1.[OH2:32]>>[NH:1]([C:2]1([C:11](=[O:12])[OH:13])[CH:3]2[CH:4]([C:8](=[O:9])[OH:10])[CH:5]2[CH2:6][CH2:7]1)[C:21](=[O:22])[O:23][CH2:24][CH:25]=[CH2:26]. Starting materials: N[C@@H](C(C)(C)S)C(=O)O (L-penicillamine), BrCC(C(=O)OCC)=O (ethyl 3-bromopyruvate), C([O-])(O)=O.[Na+] (sodium bicarbonate). Run in O (water), C(C)#N (acetonitrile). The product is CC1(SC=C(NC1C(=O)O)C(=O)O)C (2,2-Dimethyl-3,4-dihydro-2H-[1,4]thiazine-3,5-dicarboxylic acid). Isolated yield 34.5%. As a reaction SMILES: [NH2:1][C@H:2]([C:7]([OH:9])=[O:8])[C:3]([SH:6])([CH3:5])[CH3:4].Br[CH2:11][C:12](=O)[C:13]([O:15]CC)=[O:14].C(=O)(O)[O-].[Na+]>O.C(#N)C>[CH3:4][C:3]1([CH3:5])[CH:2]([C:7]([OH:9])=[O:8])[NH:1][C:12]([C:13]([OH:15])=[O:14])=[CH:11][S:6]1 |f:2.3|. Procedure: To a solution of L-penicillamine (298 mg, 2.0 mmol) in water (5 mL) and acetonitrile (5 mL) was added ethyl 3-bromopyruvate (0.25 mL, 390 mg, 2.0 mmol) slowly. To the resulted mixture was added sodium bicarbonate aqueous solution till the pH about 5. Acetonitrile was removed under vacuum and some more water was added. The solution was extracted with methylene chloride. The water phase was separated and freeze-dried under high vacuum. The residue was chromatographed (silica gel, methylene chlorid... The reactants are COc1ccc(CN(CCCCC(=O)O)C(=O)OCc2ccccc2)cc1, ClCCl, O=S(Cl)Cl. Product: COc1ccc(CN(CCCCC(=O)Cl)C(=O)OCc2ccccc2)cc1. RXN SMILES: [CH2:1]([c:2]1[cH:3][cH:4][cH:5][cH:6][cH:7]1)[O:8][C:9](=[O:10])[N:11]([CH2:12][CH2:13][CH2:14][CH2:15][C:16](=[O:17])[OH:18])[CH2:19][c:20]1[cH:21][cH:22][c:23]([O:26][CH3:27])[cH:24][cH:25]1.[Cl:32][CH2:33][Cl:34].[S:28]([Cl:29])([Cl:30])=[O:31]>>[CH2:1]([c:2]1[cH:3][cH:4][cH:5][cH:6][cH:7]1)[O:8][C:9](=[O:10])[N:11]([CH2:12][CH2:13][CH2:14][CH2:15][C:16](=[O:17])[Cl:30])[CH2:19][c:20]1[cH:21][cH:22][c:23]([O:26][CH3:27])[cH:24][cH:25]1. Starting materials: [Br-].FC(C(=C)[Zn+])(F)F (1-trifluoromethylethenyl zinc bromide), BrC=1C(=C(C=CC1)I)OC(F)F (3-bromodifluoromethoxy-1-iodobenzene), dichlorobis(triphenylphosphine) palladium (II). The solvent is solution, O1CCCC1 (tetrahydrofuran), Cl (hydrochloric acid). Product: BrC=1C(=C(C=CC1)C(=C)C(F)(F)F)OC(F)F (3-bromodifluoromethoxy-1-(1-trifluoromethylethenyl)benzene). RXN SMILES: [Br-].[F:2][C:3]([F:8])([F:7])[C:4]([Zn+])=[CH2:5].[Br:9][C:10]1[C:11]([O:17][CH:18]([F:20])[F:19])=[C:12](I)[CH:13]=[CH:14][CH:15]=1>O1CCCC1.Cl>[Br:9][C:10]1[C:11]([O:17][CH:18]([F:20])[F:19])=[C:12]([C:4]([C:3]([F:8])([F:7])[F:2])=[CH2:5])[CH:13]=[CH:14][CH:15]=1 |f:0.1|. Procedure: In 10 ml of a solution of 1-trifluoromethylethenyl zinc bromide prepared according to the method described in documents in 1M tetrahydrofuran, 1.0 g of 3-bromodifluoromethoxy-1-iodobenzene and 0.05 g of dichlorobis(triphenylphosphine) palladium (II) were added, and stirred under reflux with heat for 2 hours. After the completion of the reaction, the reaction mixture was poured in 20 ml of diluted hydrochloric acid, extracted with ethyl acetate (50 ml×1). The organic phase was dehydrated with sat... Starting materials: COC(CC1C[C@@H]([C@H](CC1)C(=O)N1CCN(CC1)C1=CC=CC=C1)C(NOCC1=CC=CC=C1)=O)=O ([3-(S)-benyloxycarbamoyl-4-(S)-(4-phenyl-piperazine-1-carbonyl)-cyclohexyl]-acetic acid methyl ester), O (water), [OH-].[Li+] (lithium hydroxide), Cl (HCl). The solvent is C1CCOC1 (THF). Reaction conditions: time 4 hour. Yields the product C(C1=CC=CC=C1)ONC(=O)[C@H]1CC(CC[C@@H]1C(=O)N1CCN(CC1)C1=CC=CC=C1)CC(=O)O ([3-(S)-benyloxycarbamoyl-4-(S)-(4-phenyl-piperazine-1-carbonyl)-cyclohexyl]-acetic acid). Yield: 74.3%. As a reaction SMILES: C[O:2][C:3](=[O:36])[CH2:4][CH:5]1[CH2:10][CH2:9][C@H:8]([C:11]([N:13]2[CH2:18][CH2:17][N:16]([C:19]3[CH:24]=[CH:23][CH:22]=[CH:21][CH:20]=3)[CH2:15][CH2:14]2)=[O:12])[C@@H:7]([C:25](=[O:35])[NH:26][O:27][CH2:28][C:29]2[CH:34]=[CH:33][CH:32]=[CH:31][CH:30]=2)[CH2:6]1.O.[OH-].[Li+].Cl>C1COCC1>[CH2:28]([O:27][NH:26][C:25]([C@@H:7]1[C@@H:8]([C:11]([N:13]2[CH2:14][CH2:15][N:16]([C:19]3[CH:20]=[CH:21][CH:22]=[CH:23][CH:24]=3)[CH2:17][CH2:18]2)=[O:12])[CH2:9][CH2:10][CH:5]([CH2:4][C:3]([OH:36])=[O:2])[CH2:6]1)=[O:35])[C:29]1[CH:30]=[CH:31][CH:32]=[CH:33][CH:34]=1 |f:2.3|. Procedure details: To a solution of [3-(S)-benyloxycarbamoyl-4-(S)-(4-phenyl-piperazine-1-carbonyl)-cyclohexyl]-acetic acid methyl ester (213 mg, 0.432 mmol) in THF (5 mL) was added water (3 mL) and lithium hydroxide (40 mg, 0.95 mmol). After stirring at ambient temperature for 4 h, the reaction mixture was acidified with 1 N HCl to a pH of ca. 5. The product was extracted with ethyl acetate (4×5 mL) and the combined organic layers were washed with brine (5 mL), dried (NaSO4), and the volatiles were removed in-vac... Starting materials: BrCC1(OC2=C(C1)C(=CC(=C2C)C)C)C (2-bromomethyl-2,3-dihydro-2,4,6,7-tetramethylbenzofuran), C1(=CC=CC=C1)C(NC1CCNCC1)C1=CC=CC=C1 (N-(diphenylmethyl)-4-piperidinamine), C([O-])([O-])=O.[K+].[K+] (potassium carbonate). Solvent: CN(C(C)=O)C (N,N-dimethylacetamide), O (water). Run at temperature 177 celsius, time 4 hour. Yields the product CC1(OC2=C(C1)C(=CC(=C2C)C)C)CN2CCC(CC2)NC(C2=CC=CC=C2)C2=CC=CC=C2 (1-[(2,3-Dihydro-2,4,6,7-tetramethylbenzofuran-2-yl)methyl]-N-(diphenylmethyl)-4-piperidinamine). Isolated yield 88.8%. As a reaction SMILES: Br[CH2:2][C:3]1([CH3:15])[CH2:7][C:6]2[C:8]([CH3:14])=[CH:9][C:10]([CH3:13])=[C:11]([CH3:12])[C:5]=2[O:4]1.[C:16]1([CH:22]([C:30]2[CH:35]=[CH:34][CH:33]=[CH:32][CH:31]=2)[NH:23][CH:24]2[CH2:29][CH2:28][NH:27][CH2:26][CH2:25]2)[CH:21]=[CH:20][CH:19]=[CH:18][CH:17]=1.C(=O)([O-])[O-].[K+].[K+]>CN(C)C(=O)C.O>[CH3:15][C:3]1([CH2:2][N:27]2[CH2:28][CH2:29][CH:24]([NH:23][CH:22]([C:30]3[CH:35]=[CH:34][CH:33]=[CH:32][CH:31]=3)[C:16]3[CH:21]=[CH:20][CH:19]=[CH:18][CH:17]=3)[CH2:25][CH2:26]2)[CH2:7][C:6]2[C:8]([CH3:14])=[CH:9][C:10]([CH3:13])=[C:11]([CH3:12])[C:5]=2[O:4]1 |f:2.3.4|. Procedure: A suspension of 2-bromomethyl-2,3-dihydro-2,4,6,7-tetramethylbenzofuran (1.0 g), N-(diphenylmethyl)-4-piperidinamine (1.5 g), and potassium carbonate (0.77 g) in N,N-dimethylacetamide (4 mL) was stirred under argon gas at 177° C. for 4 hours. This reaction mixture was diluted with water and extracted with ethyl acetate. The extract was washed with water and saturated aqueous sodium chloride solution, dried over MgSO4, and concentrated under reduced pressure. The residue was purified by silica ge...